Dataset: the Open Reaction Database (ORD), a public repository of structured organic reaction records. Task: describe an organic reaction: reactants, conditions, products, and yield The reactants are Cl (hydrochloric acid), COC(=O)C=1NC2=CC(=C(C=C2C1)OCC1=CC=CC=C1)C (5-benzyloxy-6-methyl-1H-indole-2-carboxylic acid methyl ester), O1CCOCC1 (1,4-dioxane), O.[OH-].[Li+] (Lithium hydroxide mono hydrate). Solvent: O (water). Reaction conditions: temperature 50 celsius, time 1 hour. Product: C(C1=CC=CC=C1)OC=1C=C2C=C(NC2=CC1C)C(=O)O (5-Benzyloxy-6-methyl-1H-indole-2-carboxylic acid). Yield: 80.8%. Reaction SMILES: C[O:2][C:3]([C:5]1[NH:6][C:7]2[C:12]([CH:13]=1)=[CH:11][C:10]([O:14][CH2:15][C:16]1[CH:21]=[CH:20][CH:19]=[CH:18][CH:17]=1)=[C:9]([CH3:22])[CH:8]=2)=[O:4].O1CCOCC1.O.[OH-].[Li+].Cl>O>[CH2:15]([O:14][C:10]1[CH:11]=[C:12]2[C:7](=[CH:8][C:9]=1[CH3:22])[NH:6][C:5]([C:3]([OH:4])=[O:2])=[CH:13]2)[C:16]1[CH:17]=[CH:18][CH:19]=[CH:20][CH:21]=1 |f:2.3.4|. Reported procedure: To a solution of 5-benzyloxy-6-methyl-1H-indole-2-carboxylic acid methyl ester (1.3 g) in a mixed solvent of 1,4-dioxane (40 mL) and water (20 mL) was added Lithium hydroxide mono hydrate (1.8 g) at room temperature and this mixture was stirred at 50° C. for 1 hour. After this reaction mixture was cooled to room temperature, 1 mol/L hydrochloric acid was added. This precipitated solid was collected by filtration, and washed with water, dried under reduced pressure to give the title compound (1.0... The reactants are [H-].[Na+] (Sodium hydride), O=C(CP(OC)(OC)=O)CC1=CC=CC=C1 (dimethyl 2-oxo-3-phenylpropylphosphonate), C(=O)[C@@H]1N(C(CCC1)=O)CC#CCOCC#N ([4-((R)-2-formyl-6-oxo-piperidin-1-yl)-but-2-ynyloxy]-acetonitrile). Run in C1CCOC1 (THF), C1CCOC1 (THF). Run at time 1 hour. Product: O=C1N([C@H](CCC1)\C=C\C(CC1=CC=CC=C1)=O)CC#CCOCC#N ({4-[(R)-2-Oxo-6-((E)-3-oxo-4-phenyl-but-1-enyl)-piperidin-1-yl]-but-2-ynyloxy}-acetonitrile). Isolated yield 47.6%. As a reaction SMILES: [H-].[Na+].[O:3]=[C:4]([CH2:12][C:13]1[CH:18]=[CH:17][CH:16]=[CH:15][CH:14]=1)[CH2:5]P(=O)(OC)OC.[CH:19]([C@H:21]1[CH2:26][CH2:25][CH2:24][C:23](=[O:27])[N:22]1[CH2:28][C:29]#[C:30][CH2:31][O:32][CH2:33][C:34]#[N:35])=O>C1COCC1>[O:27]=[C:23]1[CH2:24][CH2:25][CH2:26][C@H:21](/[CH:19]=[CH:5]/[C:4](=[O:3])[CH2:12][C:13]2[CH:14]=[CH:15][CH:16]=[CH:17][CH:18]=2)[N:22]1[CH2:28][C:29]#[C:30][CH2:31][O:32][CH2:33][C:34]#[N:35] |f:0.1|. Reported procedure: Sodium hydride (60% dispersion in oil, 18 mg, 0.45 mmol) was added to a solution of dimethyl 2-oxo-3-phenylpropylphosphonate (110 mg, 0.45 mmol) in THF (1.5 mL) at 0° C. After 1 h at 0° C., a solution of [4-((R)-2-formyl-6-oxo-piperidin-1-yl)-but-2-ynyloxy]-acetonitrile (0.50 mmol, crude from step 5) in THF (1.5 mL) was added via cannula. The reaction was allowed to warm to rt. After 18 h at rt, the reaction was quenched with aqueous acetic acid (50%, 10 mL) and extracted with EtOAc (3×20 mL). T... The reactants are BrC=1C=C(C#N)C=CC1 (3-Bromobenzonitrile), N(=[N+]=[N-])[Si](C)(C)C (azidotrimethylsilane), C(CCC)[Sn](CCCC)=O (dibutyltin oxide). The solvent is CCOC(=O)C (EtOAc), C1(=CC=CC=C1)C (toluene). Reaction conditions: temperature 110 celsius, time 3 hour. Product: BrC=1C=C(C=CC1)C=1N=NNN1 (5-(3-bromophenyl)-2H-tetrazole). Reaction SMILES: [Br:1][C:2]1[CH:3]=[C:4]([CH:7]=[CH:8][CH:9]=1)[C:5]#[N:6].[N:10]([Si](C)(C)C)=[N+:11]=[N-:12].C([Sn](=O)CCCC)CCC>C1(C)C=CC=CC=1.CCOC(C)=O>[Br:1][C:2]1[CH:3]=[C:4]([C:5]2[N:10]=[N:11][NH:12][N:6]=2)[CH:7]=[CH:8][CH:9]=1. Reported procedure: 3-Bromobenzonitrile (2.49 g, 13.7 mmol) and azidotrimethylsilane (3.14 g, 27.3 mmol) were stirred in anhydrous toluene (100 mL) under argon at ambient temperature. To this was added dibutyltin oxide (341 mg, 1.37 mmol) and the resulting reaction was fitted with a reflux condenser and heated with stirring at 110° C. for 3 h. Upon cooling, the reaction mixture was concentrated in vacuo, and then concentrated to dryness twice following the addition of MeOH (ca. 25 mL each). The crude reaction mixtu... Starting materials: C(#C)C=1C=NC=C(C1)CN1CCCC1 (3-Ethynyl-5-(pyrrolidin-1-ylmethyl)pyridine), CCN(C(C)C)C(C)C (Hunig base), IC=1C=C(C(=O)O)C=CC1C (3-iodo-4-methylbenzoic acid), CN(C)C=O (DMF). Run in C(C)N(CC)CC (triethylamine), C(C)(=O)OCC (ethyl acetate). Yields the product CC1=C(C=C(C(=O)O)C=C1)C#CC=1C=NC=C(C1)CN1CCCC1 (4-methyl-3-([5-(pyrrolidin-1-ylmethyl)pyridin-3-yl]ethynyl)benzoic acid). RXN SMILES: [C:1]([C:3]1[CH:4]=[N:5][CH:6]=[C:7]([CH2:9][N:10]2[CH2:14][CH2:13][CH2:12][CH2:11]2)[CH:8]=1)#[CH:2].I[C:16]1[CH:17]=[C:18]([CH:22]=[CH:23][C:24]=1[CH3:25])[C:19]([OH:21])=[O:20].CN(C=O)C.CCN(C(C)C)C(C)C>C(N(CC)CC)C.C(OCC)(=O)C>[CH3:25][C:24]1[CH:23]=[CH:22][C:18]([C:19]([OH:21])=[O:20])=[CH:17][C:16]=1[C:2]#[C:1][C:3]1[CH:4]=[N:5][CH:6]=[C:7]([CH2:9][N:10]2[CH2:14][CH2:13][CH2:12][CH2:11]2)[CH:8]=1. Procedure details: can be prepared in a manner similar to that described above for the Sonogashira reaction. 3-Ethynyl-5-(pyrrolidin-1-ylmethyl)pyridine and 3-iodo-4-methylbenzoic acid are used as coupling partners. Alternatively, the solvent (DMF) can be replaced by ethyl acetate and the base (Hunig base) can be replaced by triethylamine. The product can be isolated by filtration of the crude reaction mixture. The filter cake is washed sequentially with a solvent such as ethyl acetate and then water, then dried i... The reactants are CSC (Dimethyl sulfide), ClN1C(CCC1=O)=O (N-chlorosuccinimide), COC(=O)C1=CC=C2C=CNC2=C1 (1H-indole-6-carboxylic acid methyl ester). Solvent: ClCCl (dichloromethane), ClCCl (dichloromethane). Reaction conditions: temperature -20 celsius, time 1 hour. Yields the product CSC1=CNC2=CC(=CC=C12)C(=O)OC (Methyl 3-(methylthio)-1H-indole-6-carboxylate). As a reaction SMILES: [CH3:1][S:2][CH3:3].ClN1C(=O)CCC1=O.[CH3:12][O:13][C:14]([C:16]1[CH:24]=[C:23]2[C:19](C=[CH:21][NH:22]2)=[CH:18][CH:17]=1)=[O:15]>ClCCl>[CH3:1][S:2][C:3]1[C:19]2[C:23](=[CH:24][C:16]([C:14]([O:13][CH3:12])=[O:15])=[CH:17][CH:18]=2)[NH:22][CH:21]=1. Procedure: Dimethyl sulfide (0.54 mL, 7.42 mmol) was added dropwise at 0° C. to a suspension of N-chlorosuccinimide (0.99 g, 7.42 mmol) in dichloromethane (10 mL). The reaction mixture was cooled to −20° C. and a solution of 1H-indole-6-carboxylic acid methyl ester (1.0 g, 5.71 mmol) in dichloromethane (10 mL) was added. The reaction mixture was warmed to room temperature and stirred for 1 h. The solvent was evaporated and the residue and xylene (50 mL) were refluxed at 140-150° C. for 1 h. The xylene was ... The reactants are CCN(CCCCCCN)Cc1ccccc1OC, O=C(O)CCCCC1CCSS1. Yields the product CCN(CCCCCCNC(=O)CCCCC1CCSS1)Cc1ccccc1OC. RXN SMILES: [CH2:1]([CH3:2])[N:3]([CH2:4][CH2:5][CH2:6][CH2:7][CH2:8][CH2:9][NH2:10])[CH2:11][c:12]1[c:13]([O:18][CH3:19])[cH:14][cH:15][cH:16][cH:17]1.[OH:20][C:21](=[O:22])[CH2:23][CH2:24][CH2:25][CH2:26][CH:27]1[CH2:28][CH2:29][S:30][S:31]1>>[CH2:1]([CH3:2])[N:3]([CH2:4][CH2:5][CH2:6][CH2:7][CH2:8][CH2:9][NH:10][C:21](=[O:20])[CH2:23][CH2:24][CH2:25][CH2:26][CH:27]1[CH2:28][CH2:29][S:30][S:31]1)[CH2:11][c:12]1[c:13]([O:18][CH3:19])[cH:14][cH:15][cH:16][cH:17]1.